From a dataset of the Open Reaction Database (ORD), a public repository of structured organic reaction records. describe an organic reaction: reactants, conditions, products, and yield Starting materials: N#CN (cyanamide), N(=C=S)C1=CC=C(C=C1)N1CCN(CC1)C (1-(4-isothiocyanatophenyl)-4-methylpiperazine), BrCC(=O)C1=CC(=CC=C1)OC(F)F (2-Bromo-1-(3-difluoromethoxy-phenyl)ethanone). Yields the product NC=1N=C(SC1C(=O)C1=CC(=CC=C1)OC(F)F)NC1=CC=C(C=C1)N1CCN(CC1)C ({4-Amino-2-[4-(4-methyl-piperazin-1-yl)-phenylamino]-thiazol-5-yl}-(3-difluoromethoxy-phenyl)-methanone). Reaction SMILES: [N:1]#[C:2][NH2:3].[N:4]([C:7]1[CH:12]=[CH:11][C:10]([N:13]2[CH2:18][CH2:17][N:16]([CH3:19])[CH2:15][CH2:14]2)=[CH:9][CH:8]=1)=[C:5]=[S:6].Br[CH2:21][C:22]([C:24]1[CH:29]=[CH:28][CH:27]=[C:26]([O:30][CH:31]([F:33])[F:32])[CH:25]=1)=[O:23]>>[NH2:1][C:2]1[N:3]=[C:5]([NH:4][C:7]2[CH:8]=[CH:9][C:10]([N:13]3[CH2:14][CH2:15][N:16]([CH3:19])[CH2:17][CH2:18]3)=[CH:11][CH:12]=2)[S:6][C:21]=1[C:22]([C:24]1[CH:29]=[CH:28][CH:27]=[C:26]([O:30][CH:31]([F:32])[F:33])[CH:25]=1)=[O:23]. Procedure: This compound was prepared from cyanamide, 1-(4-isothiocyanatophenyl)-4-methylpiperazine (of Example 1) and 2-bromo-1-(3-difluoromethoxy-phenyl)ethanone (of Example 14L) following the procedure used in Example 24. Mass spectrum (ES) MH+=460.